The task is: describe an organic reaction: reactants, conditions, products, and yield. This data is from the Open Reaction Database (ORD), a public repository of structured organic reaction records. Starting materials: [BH4-].[Na+] (Sodium borohydride), C(C)(C)(C)C=1C=C(C=C(C1)C(C)(C)C)C1=C2CC(C(C2=CC=C1)=O)CC1(CCCCC1)C (4-(3,5-Di-tert-butylphenyl)-2-((1-methylcyclohexyl)methyl)-2,3-dihydro-1H-inden-1-one), C1CCOC1 (THF). The solvent is C(C)O (ethanol). Run at time 8 hour. Yields the product C(C)(C)(C)C=1C=C(C=C(C1)C(C)(C)C)C1=C2CC(C(C2=CC=C1)O)CC1(CCCCC1)C (4-(3,5-Di-tert-butylphenyl)-2-((1-methylcyclohexyl)methyl)-2,3-dihydro-1H-inden-1-ol). The yield is 99.5%. RXN SMILES: [BH4-].[Na+].[C:3]([C:7]1[CH:8]=[C:9]([C:17]2[CH:25]=[CH:24][CH:23]=[C:22]3[C:18]=2[CH2:19][CH:20]([CH2:27][C:28]2([CH3:34])[CH2:33][CH2:32][CH2:31][CH2:30][CH2:29]2)[C:21]3=[O:26])[CH:10]=[C:11]([C:13]([CH3:16])([CH3:15])[CH3:14])[CH:12]=1)([CH3:6])([CH3:5])[CH3:4].C1COCC1>C(O)C>[C:13]([C:11]1[CH:10]=[C:9]([C:17]2[CH:25]=[CH:24][CH:23]=[C:22]3[C:18]=2[CH2:19][CH:20]([CH2:27][C:28]2([CH3:34])[CH2:33][CH2:32][CH2:31][CH2:30][CH2:29]2)[CH:21]3[OH:26])[CH:8]=[C:7]([C:3]([CH3:6])([CH3:5])[CH3:4])[CH:12]=1)([CH3:14])([CH3:15])[CH3:16] |f:0.1|. Procedure details: Sodium borohydride (1.32 g, 34.83 mmol, 1.5 equiv) was added in portions at 0° C. to a solution of compound 13 (10.0 g, 23.22 mmol, 1.0 equiv), THF (100 mL) and ethanol (100 mL). The reaction mixture was stirred at room temperature overnight, when LCMS indicated that the reaction was complete. The mixture was concentrated under reduced pressure and the residue was diluted with ethyl acetate (300 mL) and water (50 mL). 1M HCl was added dropwise to quench the reaction. The layers were separated an... Reactants: CN(C)CCCCl (N,N-dimethyl-3-chloropropylamine), Cl (hydrogen chloride), C([O-])([O-])=O.[Cs+].[Cs+] (Caesium carbonate), OC=1C(=C(C=CC1)NC(CC12CC3CC(CC(C1)C3)C2)=O)C (N-(3-Hydroxy-2-methylphenyl)-tricyclo[3.3.1.13,7]decane-1-acetamide). Run in CCOCC (ether), C(C)#N (acetonitrile), CO (methanol). Conditions: temperature 80 celsius. Product: Cl.CN(C)CCCOC=1C=CC(=C(C1)NC(CC12CC3CC(CC(C1)C3)C2)=O)C (N-(5-(3-(N,N-Dimethylamino)propyloxy)-2-methylphenyl)tricyclo[3.3.1.13,7]decane-1-acetamide, hydrochloride). As a reaction SMILES: [C:1](=[O:4])([O-])[O-].[Cs+].[Cs+].O[C:8]1[C:9]([CH3:28])=[C:10]([NH:14][C:15](=[O:27])[CH2:16][C:17]23[CH2:26][CH:21]4[CH2:22][CH:23]([CH2:25][CH:19]([CH2:20]4)[CH2:18]2)[CH2:24]3)[CH:11]=[CH:12][CH:13]=1.[CH3:29][N:30]([CH2:32][CH2:33]C[Cl:35])[CH3:31].Cl>C(#N)C.CO.CCOCC>[ClH:35].[CH3:29][N:30]([CH2:32][CH2:33][CH2:1][O:4][C:12]1[CH:13]=[CH:8][C:9]([CH3:28])=[C:10]([NH:14][C:15](=[O:27])[CH2:16][C:17]23[CH2:18][CH:19]4[CH2:20][CH:21]([CH2:22][CH:23]([CH2:25]4)[CH2:24]2)[CH2:26]3)[CH:11]=1)[CH3:31] |f:0.1.2,9.10|. Procedure: Caesium carbonate (1.31 g) was added to a suspension of N-(3-hydroxy-2-methylphenyl)-tricyclo[3.3.1.13,7]decane-1-acetamide (0.473 g, Example 26) in acetonitrile (35 ml) and the mixture heated at 80° C. for 5 minutes. After cooling to room temperature solid N,N-dimethyl-3-chloropropylamine (0.274 g) was added and the reaction heated at reflux overnight. The reaction was concentrated under reduced pressure and the residue partitioned between dichloromethane (100 ml) and water (100 ml). The organi... The reactants are C1CCC2=NCCCN2CC1 (DBU), COC1=NC(=NC(=C1)OC)SC1=C(C(=O)O)C=CC=C1 ((4,6-dimethoxypyrimidine-2-ylthio)benzoic acid), C1CCOC1 (THF), N,N′-carbonyldiimidazole, ice water, C(C)(=O)OCC[N+]#[C-] (isocyanoethyl acetate), C1CCOC1 (THF). Run at temperature 45 celsius, time 50 minute. The product is C(C)OC(=O)C=1N=COC1C1=C(C=CC=C1)SC1=NC(=CC(=N1)OC)OC (4-ethoxycarbonyl-5-(2-(4,6-dimethoxypyrimidine-2-ylthio)phenyl)oxazole). Reaction SMILES: [CH3:1][O:2][C:3]1[CH:8]=[C:7]([O:9][CH3:10])[N:6]=[C:5]([S:11][C:12]2[CH:20]=[CH:19][CH:18]=[CH:17][C:13]=2[C:14]([OH:16])=O)[N:4]=1.[C:21]([O:24][CH2:25][CH2:26][N+:27]#[C-:28])(=O)[CH3:22].C1CCN2C(=NCCC2)CC1.C1C[O:43]CC1>>[CH2:21]([O:24][C:25]([C:26]1[N:27]=[CH:28][O:16][C:14]=1[C:13]1[CH:17]=[CH:18][CH:19]=[CH:20][C:12]=1[S:11][C:5]1[N:6]=[C:7]([O:9][CH3:10])[CH:8]=[C:3]([O:2][CH3:1])[N:4]=1)=[O:43])[CH3:22]. Procedure: 2 g (4,6-dimethoxypyrimidine-2-ylthio)benzoic acid was dissolved in THF, and the solution was added while stirring with 1.22 g N,N′-carbonyldiimidazole at room temperature. The mixture was them stirred for 50 min. at 40-50° C. The solution reacted was fed dropwise while stirring into THF solution of 1.55 g isocyanoethyl acetate at −5° C., immediately after dropping of 2 g DBU at −15° C., and the resulting solution was stirred for two nights at room temperature. After completing the reaction, the...